This data is from the Open Reaction Database (ORD), a public repository of structured organic reaction records. The task is: describe an organic reaction: reactants, conditions, products, and yield Starting materials: COC(C(C)(C)NC(=O)C1=C(C2=C(S1)C=CC(=C2)F)OCC=2SC1=C(N2)C=CC=C1)=O (2-{[3-(Benzothiazol-2-ylmethoxy)-5-fluoro-benzo[b]thiophene-2-carbonyl]-amino}-2-methyl-propionic acid methyl ester), Cl (hydrochloric acid). Run in CO (methanol), [OH-].[Na+] (sodium hydroxide). The product is S1C(=NC2=C1C=CC=C2)COC=2C1=C(SC2C(=O)NC(C(=O)O)(C)C)C=CC(=C1)F (2-{[3-(Benzothiazol-2-ylmethoxy)-5-fluoro-benzo[b]thiophene-2-carbonyl]-amino}-2-methyl-propionic acid). The yield is 59.8%. Reaction SMILES: C[O:2][C:3](=[O:31])[C:4]([NH:7][C:8]([C:10]1[S:14][C:13]2[CH:15]=[CH:16][C:17]([F:19])=[CH:18][C:12]=2[C:11]=1[O:20][CH2:21][C:22]1[S:23][C:24]2[CH:30]=[CH:29][CH:28]=[CH:27][C:25]=2[N:26]=1)=[O:9])([CH3:6])[CH3:5].Cl>CO.[OH-].[Na+]>[S:23]1[C:24]2[CH:30]=[CH:29][CH:28]=[CH:27][C:25]=2[N:26]=[C:22]1[CH2:21][O:20][C:11]1[C:12]2[CH:18]=[C:17]([F:19])[CH:16]=[CH:15][C:13]=2[S:14][C:10]=1[C:8]([NH:7][C:4]([CH3:6])([CH3:5])[C:3]([OH:31])=[O:2])=[O:9] |f:3.4|. Procedure details: 138 mg 2-{[3-(Benzothiazol-2-ylmethoxy)-5-fluoro-benzo[b]thiophene-2-carbonyl]-amino}-2-methyl-propionic acid methyl ester in 2 ml methanol and 1 ml 1M aqueous sodium hydroxide solution was refluxed for 0.5 h. The reaction was acidified with 2 M hydrochloric acid, and the precipitated product was collected by filtration, dissolved in ethyl acetate, dried over sodium sulphate adding also active charcoal, filtrated, concentrated in vacuo, and the resulting crude product was crystallized from dieth... Reactants: O=C(Br)CBr, CCC1CC2C3CCC4=CC(=O)CCC4C3CCC2(C)C1O, CN(C)c1ccccc1, CCOC(C)=O, ClCCl. Yields the product CCC1CC2C3CCC4=CC(=O)CCC4C3CCC2(C)C1OC(=O)CBr. Reaction SMILES: [Br:32][CH2:33][C:34](=[O:35])[Br:36].[CH2:1]([CH3:2])[CH:3]1[CH:4]([OH:22])[C:5]2([CH3:6])[CH:7]([CH2:8]1)[CH:9]1[CH2:10][CH2:11][C:12]3=[CH:13][C:14](=[O:21])[CH2:15][CH2:16][CH:17]3[CH:18]1[CH2:19][CH2:20]2.[CH3:23][N:24]([c:25]1[cH:26][cH:27][cH:28][cH:29][cH:30]1)[CH3:31].[CH3:37][CH2:38][O:39][C:40](=[O:41])[CH3:42].[Cl:43][CH2:44][Cl:45]>>[CH2:1]([CH3:2])[CH:3]1[CH:4]([O:22][C:34]([CH2:33][Br:32])=[O:35])[C:5]2([CH3:6])[CH:7]([CH2:8]1)[CH:9]1[CH2:10][CH2:11][C:12]3=[CH:13][C:14](=[O:21])[CH2:15][CH2:16][CH:17]3[CH:18]1[CH2:19][CH2:20]2. Product: COC=1C=C(C=CC1OC)SCCCCOC=1C=CC2=C(C(OC(N2)=O)(CC)CC)C1 (6-[4-(3,4-Dimethoxy-phenylmercapto)-butoxy]-4,4-diethyl-4H-3,1-benzoxazin-2-one). Procedure: Prepared analogously to Example 1 from 6-(4-chlorobutoxy)-4,4-diethyl-4H-3,1-benzoxazin-2-one and 3,4-dimethoxy-thiophenol. Reaction SMILES: Cl[CH2:2][CH2:3][CH2:4][CH2:5][O:6][C:7]1[CH:8]=[CH:9][C:10]2[NH:15][C:14](=[O:16])[O:13][C:12]([CH2:19][CH3:20])([CH2:17][CH3:18])[C:11]=2[CH:21]=1.[CH3:22][O:23][C:24]1[CH:25]=[C:26]([SH:32])[CH:27]=[CH:28][C:29]=1[O:30][CH3:31]>>[CH3:22][O:23][C:24]1[CH:25]=[C:26]([S:32][CH2:2][CH2:3][CH2:4][CH2:5][O:6][C:7]2[CH:8]=[CH:9][C:10]3[NH:15][C:14](=[O:16])[O:13][C:12]([CH2:19][CH3:20])([CH2:17][CH3:18])[C:11]=3[CH:21]=2)[CH:27]=[CH:28][C:29]=1[O:30][CH3:31]. Reactants: ClCCCCOC=1C=CC2=C(C(OC(N2)=O)(CC)CC)C1 (6-(4-chlorobutoxy)-4,4-diethyl-4H-3,1-benzoxazin-2-one), COC=1C=C(C=CC1OC)S (3,4-dimethoxy-thiophenol).